This data is from the Open Reaction Database (ORD), a public repository of structured organic reaction records. The task is: describe an organic reaction: reactants, conditions, products, and yield Reactants: CC1(N)CCOCC1, CS(=O)(=O)O, CC#N, CCN(C(C)C)C(C)C, O=C(Cl)Oc1ccc([N+](=O)[O-])cc1, Cl, NCc1ccc2c(c1)CN(C1CCC(=O)NC1=O)C2=O. The product is CC1(NC(=O)NCc2ccc3c(c2)CN(C2CCC(=O)NC2=O)C3=O)CCOCC1. RXN SMILES: [CH3:14][C:15]1([NH2:21])[CH2:16][CH2:17][O:18][CH2:19][CH2:20]1.[CH3:31][S:32]([OH:33])(=[O:34])=[O:35].[CH3:57][C:58]#[N:59].[CH:22]([N:23]([CH2:24][CH3:25])[CH:26]([CH3:27])[CH3:28])([CH3:29])[CH3:30].[Cl:1][C:2](=[O:3])[O:4][c:5]1[cH:6][cH:7][c:8]([N+:9]([O-:10])=[O:11])[cH:12][cH:13]1.[ClH:56].[NH2:36][CH2:37][c:38]1[cH:39][c:40]2[c:44]([cH:45][cH:46]1)[C:43](=[O:47])[N:42]([CH:48]1[C:49](=[O:55])[NH:50][C:51](=[O:54])[CH2:52][CH2:53]1)[CH2:41]2>>[C:2](=[O:3])([NH:21][C:15]1([CH3:14])[CH2:16][CH2:17][O:18][CH2:19][CH2:20]1)[NH:36][CH2:37][c:38]1[cH:39][c:40]2[c:44]([cH:45][cH:46]1)[C:43](=[O:47])[N:42]([CH:48]1[C:49](=[O:55])[NH:50][C:51](=[O:54])[CH2:52][CH2:53]1)[CH2:41]2. The reactants are O=C1C=2C=CC(=CC2CCC1)OS(=O)(=O)C(F)(F)F (Trifluoro-methanesulfonic acid 5-oxo-5,6,7,8-tetrahydro-naphthalen-2-yl ester), [F-].C(CCC)[N+](CCCC)(CCCC)CCCC (tetrabutylammonium fluoride), C1(=CC=CC=C1)S(=O)[O-].[Na+] (sodium benzenesulfinate), C([O-])([O-])=O.[Cs+].[Cs+] (cesium carbonate). Reagents/catalysts: [Pd].[Pd].C(C1=CC=CC=C1)=CC(=O)C=CC1=CC=CC=C1.C(C1=CC=CC=C1)=CC(=O)C=CC1=CC=CC=C1.C(C1=CC=CC=C1)=CC(=O)C=CC1=CC=CC=C1 (tris(dibenzylideneacetone) dipalladium(0)). Run in C1(=CC=CC=C1)C (toluene). Product: C1(=CC=CC=C1)S(=O)(=O)C=1C=C2CCCC(C2=CC1)=O (6-benzenesulfonyl-3,4-dihydro-2H-naphthalen-1-one). The yield is 43.7%. As a reaction SMILES: [O:1]=[C:2]1[CH2:11][CH2:10][CH2:9][C:8]2[CH:7]=[C:6](OS(C(F)(F)F)(=O)=O)[CH:5]=[CH:4][C:3]1=2.[C:20]1([S:26]([O-:28])=[O:27])[CH:25]=[CH:24][CH:23]=[CH:22][CH:21]=1.[Na+].C(=O)([O-])[O-].[Cs+].[Cs+].[F-].C([N+](CCCC)(CCCC)CCCC)CCC>[Pd].[Pd].C(=CC(C=CC1C=CC=CC=1)=O)C1C=CC=CC=1.C(=CC(C=CC1C=CC=CC=1)=O)C1C=CC=CC=1.C(=CC(C=CC1C=CC=CC=1)=O)C1C=CC=CC=1.C1(C)C=CC=CC=1>[C:20]1([S:26]([C:6]2[CH:7]=[C:8]3[C:3](=[CH:4][CH:5]=2)[C:2](=[O:1])[CH2:11][CH2:10][CH2:9]3)(=[O:28])=[O:27])[CH:25]=[CH:24][CH:23]=[CH:22][CH:21]=1 |f:1.2,3.4.5,6.7,8.9.10.11.12|. Procedure details: Trifluoro-methanesulfonic acid 5-oxo-5,6,7,8-tetrahydro-naphthalen-2-yl ester (13.0 g, 0.044 mole), sodium benzenesulfinate (7.25 g, 0.044 mole), 4,5-bis(diphenylphosphino, -9,9-dimethyl Xanthos (1.1 g, 0.004 mole), tris(dibenzylideneacetone) dipalladium(0) (1.0 g, 0.004 mole), cesium carbonate (5.0 g) and tetrabutylammonium fluoride (5 mL of 1M in THF) were all added to 100 mL toluene, and the reaction mixture was refluxed for four hours. The reaction mixture was cooled to room temperature and ... Starting materials: C(C)(C)(C)C=1C=CC(=C(C1)C(CC)O)OC1=CC=NC2=CC(=C(C=C12)OC)OC (1-{5-(Tert-butyl)-2-[(6,7-dimethoxy-4-quinolyl)oxy]phenyl}-1-propanol), O (Water). Run in CS(=O)C (dimethylsulfoxide). Reaction conditions: time 18 hour. The product is C(C)(C)(C)C=1C=CC(=C(C1)C(CC)=O)OC1=CC=NC2=CC(=C(C=C12)OC)OC (1-{5-(Tert-butyl)-2-[(6,7-dimethoxy-4-quinolyl)oxy]phenyl}-1-propanone). Yield: 19.0%. RXN SMILES: [C:1]([C:5]1[CH:6]=[CH:7][C:8]([O:15][C:16]2[C:25]3[C:20](=[CH:21][C:22]([O:28][CH3:29])=[C:23]([O:26][CH3:27])[CH:24]=3)[N:19]=[CH:18][CH:17]=2)=[C:9]([CH:11]([OH:14])[CH2:12][CH3:13])[CH:10]=1)([CH3:4])([CH3:3])[CH3:2].O>CS(C)=O>[C:1]([C:5]1[CH:6]=[CH:7][C:8]([O:15][C:16]2[C:25]3[C:20](=[CH:21][C:22]([O:28][CH3:29])=[C:23]([O:26][CH3:27])[CH:24]=3)[N:19]=[CH:18][CH:17]=2)=[C:9]([C:11](=[O:14])[CH2:12][CH3:13])[CH:10]=1)([CH3:2])([CH3:3])[CH3:4]. Reported procedure: 1-{5-(Tert-butyl)-2-[(6,7-dimethoxy-4-quinolyl)oxy]phenyl}-1-propanol was dissolved in anhydrous dimethylsulfoxide (1 ml) to prepare a solution. A sulfur trioxide trimethylamine complex (70 mg) was added to the solution at 0° C., and the mixture was stirred at room temperature for 18 hr. Water (1 ml) was added dropwise to the reaction solution to stop the reaction. The mixture was extracted with ethyl acetate, and the ethyl acetate layer was then washed with water and saturated brine and was dri... Reactants: C(C1=CC=CC=C1)(C1=CC=CC=C1)OC(=O)C(CCCC(=O)NC1[C@@H]2N(C(=C(CS2)CO)C(=O)OC(C2=CC=CC=C2)C2=CC=CC=C2)C1=O)NC(=O)OCC (benzhydryl 7-(5-benzhydryloxycarbonyl-5-ethoxycarbonylaminopentanamido)-3-hydroxymethyl-3-cephem-4-carboxylate), P(Cl)(Cl)(Cl)(Cl)Cl (phosphorus pentachloride), N1=CC=CC=C1 (pyridine), C(CCl)Cl (ethylene chloride), O (water). Conditions: time 30 minute. The product is C(C1=CC=CC=C1)(C1=CC=CC=C1)OC(=O)C(CCCC(=O)NC1[C@@H]2N(C(=C(CS2)C=C)C(=O)OC(C2=CC=CC=C2)C2=CC=CC=C2)C1=O)NC(=O)OCC (benzhydryl 7-(5-benzhydryloxycarbonyl-5-ethoxycarbonylaminopentanamido)-3-vinyl-3-cephem-4-carboxylate). RXN SMILES: [CH:1]([O:14][C:15]([CH:17]([NH:51][C:52]([O:54]CC)=[O:53])[CH2:18][CH2:19][CH2:20][C:21]([NH:23][CH:24]1[C:49](=[O:50])[N:26]2[C:27]([C:33]([O:35][CH:36]([C:43]3[CH:48]=[CH:47][CH:46]=[CH:45][CH:44]=3)[C:37]3[CH:42]=[CH:41][CH:40]=[CH:39][CH:38]=3)=[O:34])=[C:28]([CH2:31]O)[CH2:29][S:30][C@H:25]12)=[O:22])=[O:16])([C:8]1[CH:13]=[CH:12][CH:11]=[CH:10][CH:9]=1)[C:2]1[CH:7]=[CH:6][CH:5]=[CH:4][CH:3]=1.P(Cl)(Cl)(Cl)(Cl)Cl.N1C=CC=C[CH:64]=1.O.[CH2:70](Cl)[CH2:71]Cl>>[CH:1]([O:14][C:15]([CH:17]([NH:51][C:52]([O:54][CH2:70][CH3:71])=[O:53])[CH2:18][CH2:19][CH2:20][C:21]([NH:23][CH:24]1[C:49](=[O:50])[N:26]2[C:27]([C:33]([O:35][CH:36]([C:43]3[CH:48]=[CH:47][CH:46]=[CH:45][CH:44]=3)[C:37]3[CH:42]=[CH:41][CH:40]=[CH:39][CH:38]=3)=[O:34])=[C:28]([CH:31]=[CH2:64])[CH2:29][S:30][C@H:25]12)=[O:22])=[O:16])([C:2]1[CH:3]=[CH:4][CH:5]=[CH:6][CH:7]=1)[C:8]1[CH:13]=[CH:12][CH:11]=[CH:10][CH:9]=1. Procedure: To a solution of benzhydryl 7-(5-benzhydryloxycarbonyl-5-ethoxycarbonylaminopentanamido)-3-hydroxymethyl-3-cephem-4-carboxylate (18 g) in ethylene chloride (180 ml) were added phosphorus pentachloride (4.82 g) and pyridine (1.83 g) at -30° to -35° C. After stirring for 30 minutes, to the solution was added water (180 ml), and the organic layer was separated and washed with an aqueous sodium chloride. The solution was evaporated, and the residue was dissolved in N,N-dimethylformamide (39 ml). To ... The reactants are resultant solution, COC(=O)CC=1C=C(C=CC1)CC(=O)Cl (3-methoxycarbonylmethylphenylacetyl chloride), NC1=C(C(=CC(=C1F)F)F)S (2-Amino-3,4,6-trifluorothiophenol). Solvent: O (water), CN1C(CCC1)=O (N-methylpyrrolidone). Conditions: temperature 100 celsius, time 2 hour. The product is FC1=C(C=C(C2=C1N=C(S2)CC=2C=C(C=CC2)CC(=O)OC)F)F (methyl 3-[(4,5,7-trifluorobenzothiazol-2-yl)methyl]phenylacetate). Isolated yield 27.0%. RXN SMILES: [NH2:1][C:2]1[C:7]([F:8])=[C:6]([F:9])[CH:5]=[C:4]([F:10])[C:3]=1[SH:11].[CH3:12][O:13][C:14]([CH2:16][C:17]1[CH:18]=[C:19]([CH2:23][C:24](Cl)=O)[CH:20]=[CH:21][CH:22]=1)=[O:15]>CN1CCCC1=O.O>[F:8][C:7]1[C:2]2[N:1]=[C:24]([CH2:23][C:19]3[CH:18]=[C:17]([CH2:16][C:14]([O:13][CH3:12])=[O:15])[CH:22]=[CH:21][CH:20]=3)[S:11][C:3]=2[C:4]([F:10])=[CH:5][C:6]=1[F:9]. Procedure details: To a solution of monomethyl 1,3-phenylene diacetate (531 mg, 2.6 mmol) in benzene (5 ml) was gradually added thionyl chloride (607 mg, 5.2 mmol). The mixture was heated to reflux for 2 hours. An excess of thionyl chloride was then distilled off in vacuo leaving 3-methoxycarbonylmethylphenylacetyl chloride. 2-Amino-3,4,6-trifluorothiophenol (507 mg, 2.8 mmol) was dissolved in N-methylpyrrolidone (NMP, 5 ml) under a nitrogen stream. To the resultant solution was gradually added the product 3-metho... The reactants are ClCCl, Cc1cc(C(=O)NCCO)ncc1C(c1cc(F)ccc1F)S(=O)(=O)c1ccc(F)cc1, O=S(Cl)Cl. Yields the product Cc1cc(C(=O)NCCCl)ncc1C(c1cc(F)ccc1F)S(=O)(=O)c1ccc(F)cc1. Reaction SMILES: [CH2:33]([Cl:34])[Cl:35].[F:1][c:2]1[c:3]([CH:9]([c:10]2[c:11]([CH3:22])[cH:12][c:13]([C:16](=[O:17])[NH:18][CH2:19][CH2:20][OH:21])[n:14][cH:15]2)[S:23](=[O:24])(=[O:25])[c:26]2[cH:27][cH:28][c:29]([F:32])[cH:30][cH:31]2)[cH:4][c:5]([F:8])[cH:6][cH:7]1.[S:36]([Cl:37])([Cl:38])=[O:39]>>[F:1][c:2]1[c:3]([CH:9]([c:10]2[c:11]([CH3:22])[cH:12][c:13]([C:16](=[O:17])[NH:18][CH2:19][CH2:20][Cl:34])[n:14][cH:15]2)[S:23](=[O:24])(=[O:25])[c:26]2[cH:27][cH:28][c:29]([F:32])[cH:30][cH:31]2)[cH:4][c:5]([F:8])[cH:6][cH:7]1.